Dataset: the Open Reaction Database (ORD), a public repository of structured organic reaction records. Task: describe an organic reaction: reactants, conditions, products, and yield The reactants are CCO, ClCc1ccccc1, Nc1cccc(S)c1, [Na+], [OH-], O. Product: Nc1cccc(SCc2ccccc2)c1. As a reaction SMILES: [CH3:20][CH2:21][OH:22].[Cl:11][CH2:12][c:13]1[cH:14][cH:15][cH:16][cH:17][cH:18]1.[NH2:3][c:4]1[cH:5][c:6]([SH:10])[cH:7][cH:8][cH:9]1.[Na+:2].[OH-:1].[OH2:19]>>[NH2:3][c:4]1[cH:5][c:6]([S:10][CH2:12][c:13]2[cH:14][cH:15][cH:16][cH:17][cH:18]2)[cH:7][cH:8][cH:9]1. Starting materials: S(=O)([O-])S(=O)[O-].[Na+].[Na+] (Sodium dithionite), C([O-])(O)=O.[Na+] (sodium bicarbonate), BrC1=CC(=C(C=C1)[N+](=O)[O-])CC(OC)OC (4-Bromo-2-(2,2-dimethoxyethyl)-1-nitrobenzene). The solvent is C(C)O (ethanol). Product: BrC1=CC(=C(N)C=C1)CC(OC)OC (4-Bromo-2-(2,2-dimethoxyethyl)aniline). The yield is 47.5%. RXN SMILES: [Br:1][C:2]1[CH:7]=[CH:6][C:5]([N+:8]([O-])=O)=[C:4]([CH2:11][CH:12]([O:15][CH3:16])[O:13][CH3:14])[CH:3]=1.S(S([O-])=O)([O-])=O.[Na+].[Na+].C(=O)(O)[O-].[Na+]>C(O)C>[Br:1][C:2]1[CH:7]=[CH:6][C:5]([NH2:8])=[C:4]([CH2:11][CH:12]([O:15][CH3:16])[O:13][CH3:14])[CH:3]=1 |f:1.2.3,4.5|. Procedure details: Compound 66 (75 mg, 0.259 mmol) was dissolved in anhydrous ethanol (10 mL) in a dry argon purged flask fitted with a magnetic stir bar and condenser. Sodium dithionite (158.8 mg, 0.776 mmol) and sodium bicarbonate (130.6 mg, 1.554 mmol) are added to the flask and mixture heated to reflux for 24 hours. After cooling to room temperature, the reaction was quenched by the addition of H2O (10 mL) and the ethanol removed under reduced pressure. The resulting aqueous layer was transferred to a separato... Reactants: ClC1=NC=C(C#N)C=C1 (6-chloronicotinonitrile), NN (NH2NH2). Solvent: CCO (EtOH). Reaction conditions: time 10 minute. The product is N(N)C1=NC=C(C#N)C=C1 (6-hydrazinylnicotinonitrile). Isolated yield 51.4%. As a reaction SMILES: Cl[C:2]1[CH:9]=[CH:8][C:5]([C:6]#[N:7])=[CH:4][N:3]=1.[NH2:10][NH2:11]>CCO>[NH:10]([C:2]1[CH:9]=[CH:8][C:5]([C:6]#[N:7])=[CH:4][N:3]=1)[NH2:11]. Procedure: To a suspended mixture of 6-chloronicotinonitrile (7 g, 50.8 mmol) in EtOH (50 mL), was added NH2NH2 (10 g, 310.2 mmol). The mixture was stirred at room temperature for 10 min, and then 60° C. for 5 h. The mixture was cooled to room temperature. The solids were filtered out, washed with water and dried under high vacuum to give 6-hydrazinylnicotinonitrile (3.5 g). Compound 6 was prepared from 6-hydrazinylnicotinonitrile following the procedure of the synthesis of compound 4. 1H NMR (400 MHz, CDC... Reactants: BrC=1C=C(C=O)C=CN1 (2-bromoisonicotinaldehyde), C1(=CC=CC=C1)B(O)O (phenylboronic acid), C(=O)([O-])[O-].[Na+].[Na+] (Na2CO3), O (water). Reagents/catalysts: C=1C=CC(=CC1)[P](C=2C=CC=CC2)(C=3C=CC=CC3)[Pd]([P](C=4C=CC=CC4)(C=5C=CC=CC5)C=6C=CC=CC6)([P](C=7C=CC=CC7)(C=8C=CC=CC8)C=9C=CC=CC9)[P](C=1C=CC=CC1)(C=1C=CC=CC1)C=1C=CC=CC1 (Pd(PPh3)4). Run in C1(=CC=CC=C1)C (toluene), CCOC(=O)C (AcOEt). Product: C1(=CC=CC=C1)C=1C=C(C=O)C=CN1 (2-phenylisonicotinaldehyde). Reaction SMILES: Br[C:2]1[CH:3]=[C:4]([CH:7]=[CH:8][N:9]=1)[CH:5]=[O:6].[C:10]1(B(O)O)[CH:15]=[CH:14][CH:13]=[CH:12][CH:11]=1.C([O-])([O-])=O.[Na+].[Na+].O>C1(C)C=CC=CC=1.C1C=CC([P]([Pd]([P](C2C=CC=CC=2)(C2C=CC=CC=2)C2C=CC=CC=2)([P](C2C=CC=CC=2)(C2C=CC=CC=2)C2C=CC=CC=2)[P](C2C=CC=CC=2)(C2C=CC=CC=2)C2C=CC=CC=2)(C2C=CC=CC=2)C2C=CC=CC=2)=CC=1.CCOC(C)=O>[C:10]1([C:2]2[CH:3]=[C:4]([CH:7]=[CH:8][N:9]=2)[CH:5]=[O:6])[CH:15]=[CH:14][CH:13]=[CH:12][CH:11]=1 |f:2.3.4,^1:36,38,57,76|. Procedure details: A mixture of commercially available 2-bromoisonicotinaldehyde (3.000 g; 16.12 mmol), phenylboronic acid (3.009 g; 24.19 mmol), and Pd(PPh3)4 (931 mg; 0.80 mmol) in toluene (40 ml) and aq. 2 M Na2CO3 (34 ml) was heated to reflux, under nitrogen, for 4 h. After cooling to rt, water and AcOEt were added. The separated aq. layer was further extracted with AcOEt. The mixed organic layers were washed with brine, dried over anh. MgSO4, filtered, and concentrated to dryness under reduced pressure. Purif...